Dataset: the Open Reaction Database (ORD), a public repository of structured organic reaction records. Task: describe an organic reaction: reactants, conditions, products, and yield Starting materials: COc1ccc(S(=O)(=O)Cl)cc1, [H-], [Na+], C1CCOC1, O=C1CSCN1. The product is COc1ccc(S(=O)(=O)N2CSCC2=O)cc1. RXN SMILES: [CH3:9][O:10][c:11]1[cH:12][cH:13][c:14]([S:17](=[O:18])(=[O:19])[Cl:20])[cH:15][cH:16]1.[H-:1].[Na+:2].[O:21]1[CH2:22][CH2:23][CH2:24][CH2:25]1.[O:3]=[C:4]1[NH:5][CH2:6][S:7][CH2:8]1>>[O:3]=[C:4]1[N:5]([S:17]([c:14]2[cH:13][cH:12][c:11]([O:10][CH3:9])[cH:16][cH:15]2)(=[O:18])=[O:19])[CH2:6][S:7][CH2:8]1. The solvent is CO (methanol). The product is CC(C)OC1=C(C=CC=C1)N (2-(1-methylethoxy)benzenamine). The yield is 94.4%. Starting materials: [H][H] (hydrogen), CC(C)OC1=C(C=CC=C1)[N+](=O)[O-] (1-(1-methylethoxy)-2-nitrobenzene), [H][H] (hydrogen). Reagents/catalysts: [Ni] (Raney nickel). As a reaction SMILES: [CH3:1][CH:2]([O:4][C:5]1[CH:10]=[CH:9][CH:8]=[CH:7][C:6]=1[N+:11]([O-])=O)[CH3:3].[H][H]>CO.[Ni]>[CH3:3][CH:2]([O:4][C:5]1[CH:10]=[CH:9][CH:8]=[CH:7][C:6]=1[NH2:11])[CH3:1]. Procedure details: 1-(1-methylethoxy)-2-nitrobenzene, 45.26 g (0.25 mol) is dissolved in 500 ml of methanol, 4 g Raney nickel is added and the mixture is exposed to hydrogen gas until the required amount of hydrogen is absorbed. The methanol solution is filtered and concentrated in vacuo and the residue distilled to give 35.7 g (94.4%) of 2-(1-methylethoxy)benzenamine; bp 100-102 (at 4 mm). Reactants: O1CCCC(C2=C1C=CC=C2)=O (3,4-dihydro-2H-benzoxepin-5-one), [Cl-].[NH4+] (ammonium chloride), C[Mg]Cl (methylmagnesium chloride), O (water). Run in O1CCCC1 (tetrahydrofuran), O1CCCC1 (tetrahydrofuran). Conditions: temperature 50 celsius, time 8 hour. The product is CC1(CCCOC2=C1C=CC=C2)O (5-Methyl-2,3,4,5-tetrahydrobenzoxepin-5-ol). Yield: 119.5%. Reaction SMILES: [CH3:1][Mg]Cl.[O:4]1[C:10]2[CH:11]=[CH:12][CH:13]=[CH:14][C:9]=2[C:8](=[O:15])[CH2:7][CH2:6][CH2:5]1.O.[Cl-].[NH4+]>O1CCCC1>[CH3:1][C:8]1([OH:15])[C:9]2[CH:14]=[CH:13][CH:12]=[CH:11][C:10]=2[O:4][CH2:5][CH2:6][CH2:7]1 |f:3.4|. Reported procedure: A solution [sic], maintained under an inert atmosphere, of 33.5 ml (0.1 mol) of 3M methylmagnesium chloride in solution in tetrahydrofuran is heated to 50° C. 11.3 g (0.069 mol) of 3,4-dihydro-2H-benzoxepin-5-one, dissolved in 150 ml of tetrahydrofuran, are added fairly quickly. This solution is brought to reflux for 4 hours and is then left stirring overnight at room temperature. The reaction mixture is subsequently gently hydrolysed with water under cold conditions. An ammonium chloride soluti... Reactants: NC1=C(C=O)C=CC(=C1)N (2,4-diaminobenzaldehyde), C(C(=O)C)(=O)OC (methyl pyruvate), N1CCCCC1 (piperidine). Solvent: CO (methanol). Yields the product COC(=O)C1=NC2=CC(=CC=C2C=C1)N (methyl-7-aminoquinoline-2-carboxylate). RXN SMILES: [NH2:1][C:2]1[CH:9]=[C:8]([NH2:10])[CH:7]=[CH:6][C:3]=1[CH:4]=O.[C:11]([O:16][CH3:17])(=[O:15])[C:12]([CH3:14])=O.N1CCCCC1>CO>[CH3:17][O:16][C:11]([C:12]1[CH:14]=[CH:4][C:3]2[C:2](=[CH:9][C:8]([NH2:10])=[CH:7][CH:6]=2)[N:1]=1)=[O:15]. Procedure details: For example, 2,4-diaminobenzaldehyde 53.7 (Apin Chemicals) is reacted with one molar equivalent of methyl pyruvate 53.2 in methanol, in the presence if a base such as piperidine, to afford methyl-7-aminoquinoline-2-carboxylate 53.8. Basic hydrolysis of the product, employing one molar equivalent of lithium hydroxide in aqueous methanol, then yields the carboxylic acid 53.9. The amino-substituted carboxylic acid is then converted into the diazonium tetrafluoborate 53.10 by reaction with sodium ni... Starting materials: CI (methyl iodide), O1CCCC1 (tetrahydrofuran), CON=C1C(=CC(C(C(C1)(C)C)O)N(C(C)=O)CC1=CC=CC=C1)C (4-(N-acetylbenzylamino)-5-hydroxy-2,6,6-trimethyl-2-cyclohepten-1-one methyloxime), ice water, [H-].[Na+] (sodium hydride). Run in C(C)(=O)O (acetic acid). Conditions: time 1 hour. The product is CON=C1C(=CC(C(C(C1)(C)C)OC)N(C(C)=O)CC1=CC=CC=C1)C (4-(N-acetylbenzylamino)-5-methoxy-2,6,6-trimethyl-2-cyclohepten-1-one methyloxime). The yield is 86.0%. Reaction SMILES: O1CCC[CH2:2]1.[CH3:6][O:7][N:8]=[C:9]1[CH2:15][C:14]([CH3:17])([CH3:16])[CH:13]([OH:18])[CH:12]([N:19]([CH2:23][C:24]2[CH:29]=[CH:28][CH:27]=[CH:26][CH:25]=2)[C:20](=[O:22])[CH3:21])[CH:11]=[C:10]1[CH3:30].[H-].[Na+].CI>C(O)(=O)C>[CH3:6][O:7][N:8]=[C:9]1[CH2:15][C:14]([CH3:16])([CH3:17])[CH:13]([O:18][CH3:2])[CH:12]([N:19]([CH2:23][C:24]2[CH:29]=[CH:28][CH:27]=[CH:26][CH:25]=2)[C:20](=[O:22])[CH3:21])[CH:11]=[C:10]1[CH3:30] |f:2.3|. Procedure details: To a solution of tetrahydrofuran (40 ml) containing the 4-(N-acetylbenzylamino)-5-hydroxy-2,6,6-trimethyl-2-cyclohepten-1-one methyloxime obtained in step 2 (9.5 g, 27.6 millimoles) there was gradually added 55% sodium hydride (3.6 g) while cooling on ice. After then adding methyl iodide (7.8 g, 55.2 millimoles) and stirring for 30 minutes, the mixture was returned to room temperature and stirring was continued for one hour. The reaction solution was poured into ice water (100 ml) containing ace... Reactants: [N+](=O)([O-])C=1C=C2C(N(C(=NC2=CC1)C(C)C)CC1=CC=C(C=C1)C1=C(C=CC=C1)C1=NN=NN1C(C1=CC=CC=C1)(C1=CC=CC=C1)C1=CC=CC=C1)=O (6-Nitro-2-isopropyl-3-[(2'-(N-triphenylmethyl-tetrazol-5-yl)-biphen-4-yl)-methyl]-quinazolin-4-(3H)-one). Reagents/catalysts: [Ni] (Raney nickel). Solvent: O1CCOCC1 (dioxane). The product is NC=1C=C2C(N(C(=NC2=CC1)C(C)C)CC1=CC=C(C=C1)C1=C(C=CC=C1)C1=NN=NN1C(C1=CC=CC=C1)(C1=CC=CC=C1)C1=CC=CC=C1)=O (6-Amino-2-isopropyl-3-[(2'-(N-triphenylmethyl-tetrazol-5-yl)-biphen-4-yl)-methyl]-quinazolin-4(3H)-one). As a reaction SMILES: [N+:1]([C:4]1[CH:5]=[C:6]2[C:11](=[CH:12][CH:13]=1)[N:10]=[C:9]([CH:14]([CH3:16])[CH3:15])[N:8]([CH2:17][C:18]1[CH:23]=[CH:22][C:21]([C:24]3[CH:29]=[CH:28][CH:27]=[CH:26][C:25]=3[C:30]3[N:34]([C:35]([C:48]4[CH:53]=[CH:52][CH:51]=[CH:50][CH:49]=4)([C:42]4[CH:47]=[CH:46][CH:45]=[CH:44][CH:43]=4)[C:36]4[CH:41]=[CH:40][CH:39]=[CH:38][CH:37]=4)[N:33]=[N:32][N:31]=3)=[CH:20][CH:19]=1)[C:7]2=[O:54])([O-])=O>O1CCOCC1.[Ni]>[NH2:1][C:4]1[CH:5]=[C:6]2[C:11](=[CH:12][CH:13]=1)[N:10]=[C:9]([CH:14]([CH3:15])[CH3:16])[N:8]([CH2:17][C:18]1[CH:19]=[CH:20][C:21]([C:24]3[CH:29]=[CH:28][CH:27]=[CH:26][C:25]=3[C:30]3[N:34]([C:35]([C:42]4[CH:47]=[CH:46][CH:45]=[CH:44][CH:43]=4)([C:48]4[CH:49]=[CH:50][CH:51]=[CH:52][CH:53]=4)[C:36]4[CH:41]=[CH:40][CH:39]=[CH:38][CH:37]=4)[N:33]=[N:32][N:31]=3)=[CH:22][CH:23]=1)[C:7]2=[O:54]. Reported procedure: 6-Nitro-2-isopropyl-3-[(2'-(N-triphenylmethyl-tetrazol-5-yl)-biphen-4-yl)-methyl]-quinazolin-4-(3H)-one was hydrogenated overnight at 1 atm H2 in dioxane solution in presence of Raney nickel catalyst as described above. The product was purified by flash chromatography over silica gel eluting with CH2Cl2 /MeOH-20/1 to give a pale yellow solid. 1H-NMR (CDCl3): 1.20, (d, 6H, J=6.4 Hz), 2.89-3.06, (m, 1H), 5.34, (br.s, 2H), 6.85-7.68, (m, 24H), 7.84-7.92, (m, 1H). Starting materials: C(=O)(O)C=1C=CC=C2CCN(C12)C (7-carboxy-N-methylindoline), C1(=CC=CC2=CC=CC=C12)C(=O)N1C[C@H]([C@@H](C1)C1CC1)CN1CCC(CC1)C1=CC=C(C=C1)F (1-(1-Naphthoyl)-3-(R)-(4-(4-fluorophenyl)piperidinylmethyl)-4-(S)-(cyclopropyl)pyrrolidine). The product is CN1C([C@H]([C@@H](C1)C1CC1)CN1CCC(CC1)C1=CC=C(C=C1)F)C(=O)C=1C=CC=C2CCNC12 (N-Methyl-7-indolinylcarbonyl-3-(R)-(4-(4-fluorophenyl)piperidinylmethyl)-4-(S)-(cyclopropyl)pyrrolidine). Reaction SMILES: [C:1]([C:4]1[CH:5]=[CH:6][CH:7]=[C:8]2[C:12]=1[N:11](C)[CH2:10][CH2:9]2)([OH:3])=O.C1([C:24]([N:26]2[CH2:30][C@@H:29]([CH:31]3[CH2:33][CH2:32]3)[C@H:28]([CH2:34][N:35]3[CH2:40][CH2:39][CH:38]([C:41]4[CH:46]=[CH:45][C:44]([F:47])=[CH:43][CH:42]=4)[CH2:37][CH2:36]3)[CH2:27]2)=O)C2C(=CC=CC=2)C=CC=1>>[CH3:24][N:26]1[CH2:30][C@@H:29]([CH:31]2[CH2:32][CH2:33]2)[C@H:28]([CH2:34][N:35]2[CH2:40][CH2:39][CH:38]([C:41]3[CH:46]=[CH:45][C:44]([F:47])=[CH:43][CH:42]=3)[CH2:37][CH2:36]2)[CH:27]1[C:1]([C:4]1[CH:5]=[CH:6][CH:7]=[C:8]2[C:12]=1[NH:11][CH2:10][CH2:9]2)=[O:3]. Procedure details: The title compound was prepared from 7-carboxy-N-methylindoline and 3-(S)-(4-(4-fluorophenyl)piperidinylmethyl)-4-(S)-(cyclopropyl)pyrrolidine (Example 9) as described in Example 11. Mass Spectrum (EI) m/e 462 (M+1). Reactants: COC1=CC=C(CO)C=C1 (4-methoxybenzyl alcohol), suspension, [H-].[Na+] (sodium hydride), ClC1=NC(=NC(=C1)Cl)SC (4,6-dichloro-2-methylsulfanyl-pyrimidine), O (Water). The solvent is CN(C)C=O (DMF), C1CCOC1 (THF). Run at time 2 hour. Product: ClC1=NC(=NC(=C1)OCC1=CC=C(C=C1)OC)SC (4-Chloro-6-(4-methoxy-benzyloxy)-2-methylsulfanyl-pyrimidine). Yield: 61.3%. As a reaction SMILES: [CH3:1][O:2][C:3]1[CH:10]=[CH:9][C:6]([CH2:7][OH:8])=[CH:5][CH:4]=1.[H-].[Na+].[Cl:13][C:14]1[CH:19]=[C:18](Cl)[N:17]=[C:16]([S:21][CH3:22])[N:15]=1.O>CN(C=O)C.C1COCC1>[Cl:13][C:14]1[CH:19]=[C:18]([O:8][CH2:7][C:6]2[CH:9]=[CH:10][C:3]([O:2][CH3:1])=[CH:4][CH:5]=2)[N:17]=[C:16]([S:21][CH3:22])[N:15]=1 |f:1.2|. Procedure details: To a solution of 4-methoxybenzyl alcohol (8.9 g, 65 mmol) in dry DMF (100 ml) was added a 60% suspension of sodium hydride (2.2 g, 55 mmol) in portions and the mixture was stirred for two hours at room temperature. The mixture was cooled in an ice bath and 4,6-dichloro-2-methylsulfanyl-pyrimidine (9.8 g, 50 mmol) in dry THF (20 ml) was added. The mixture was then stirred for 72 h at room temperature. Water was added and the mixture was extracted twice with ethyl acetate. The organic phase was wa... Reactants: O=CCCc1cccc(C(F)(F)F)c1, O=CCCc1ccc(C(F)(F)F)cc1. The product is OCCCc1cccc(C(F)(F)F)c1. Reaction SMILES: [F:15][C:16]([c:17]1[cH:18][c:19]([CH2:23][CH2:24][CH:25]=[O:26])[cH:20][cH:21][cH:22]1)([F:27])[F:28].[F:1][C:2]([F:3])([F:4])[c:5]1[cH:6][cH:7][c:8]([CH2:9][CH2:10][CH:11]=[O:12])[cH:13][cH:14]1>>[F:15][C:16]([c:17]1[cH:18][c:19]([CH2:23][CH2:24][CH2:25][OH:26])[cH:20][cH:21][cH:22]1)([F:27])[F:28]. Reactants: ClC1=C2C=CC=NC2=CC(=N1)C1=CC=C(C=C1)N(C)C (5-chloro-7-(4-dimethylaminophenyl)-[1,6]naphthyridine), NCCCN (1,3-diaminopropane). Yields the product NCCCNC1=C2C=CC=NC2=CC(=N1)C1=CC=C(C=C1)N(C)C (5-(3-Aminopropylamino)-7-(4-dimethylaminophenyl)-[1,6]naphthyridine). As a reaction SMILES: Cl[C:2]1[N:11]=[C:10]([C:12]2[CH:17]=[CH:16][C:15]([N:18]([CH3:20])[CH3:19])=[CH:14][CH:13]=2)[CH:9]=[C:8]2[C:3]=1[CH:4]=[CH:5][CH:6]=[N:7]2.[NH2:21][CH2:22][CH2:23][CH2:24][NH2:25]>O>[NH2:21][CH2:22][CH2:23][CH2:24][NH:25][C:2]1[N:11]=[C:10]([C:12]2[CH:17]=[CH:16][C:15]([N:18]([CH3:20])[CH3:19])=[CH:14][CH:13]=2)[CH:9]=[C:8]2[C:3]=1[CH:4]=[CH:5][CH:6]=[N:7]2. Procedure details: A mixture of 5-chloro-7-(4-dimethylaminophenyl)-[1,6]naphthyridine (Example 2) (10 mg, 0.035 mmol) and 1,3-diaminopropane (200 microL, 2.4 mmol) was stirred at 100 ° C. for 5 hours. After cooling to room temperature, water was added and the resulting mixture was extracted with dichloromethane (2×3 mL). Purification by preparative thin layer chromatography afforded the title compound as a yellow film (8.5 mg). 1H NMR (CDCl3, 400 MHz) δ 8.85 (dd, 1H), 8.10 (d, 2H), 8.07 (d, 1H), 7.50 (s, 1H), 7.21... Run in O (water). Conditions: temperature 100 celsius, time 5 hour.